Task: describe an organic reaction: reactants, conditions, products, and yield. Dataset: the Open Reaction Database (ORD), a public repository of structured organic reaction records Run in CO (methanol). The product is ClC1=CC=C(C(=O)NCCN2CCOCC2)C=C1 (p-chloro-N-(2-morpholinoethyl)-benzamide). Procedure: 1.0 G. of p-chloro-N-(2-morpholinoethyl)-thiobenzamide hydrochloride is boiled in 100 ml. of methanol with 35 ml. of 1,2-butylene oxide for 14 hours under reflux. The mixture is evaporated to dryness. The residue is recrystallized from isopropanol, and 0.6 g. of p-chloro-N-(2-morpholinoethyl)-benzamide is obtained, which is identical to the product obtained in Example 1. RXN SMILES: Cl.[Cl:2][C:3]1[CH:19]=[CH:18][C:6]([C:7]([NH:9][CH2:10][CH2:11][N:12]2[CH2:17][CH2:16][O:15][CH2:14][CH2:13]2)=S)=[CH:5][CH:4]=1.C1[O:24]C1CC>CO>[Cl:2][C:3]1[CH:19]=[CH:18][C:6]([C:7]([NH:9][CH2:10][CH2:11][N:12]2[CH2:17][CH2:16][O:15][CH2:14][CH2:13]2)=[O:24])=[CH:5][CH:4]=1 |f:0.1|. Reactants: Cl.ClC1=CC=C(C(=S)NCCN2CCOCC2)C=C1 (p-chloro-N-(2-morpholinoethyl)-thiobenzamide hydrochloride), C1C(CC)O1 (1,2-butylene oxide). The reactants are crude product, C1(CCCCC1)N(C(C1=CC(=C(C=C1)C(C1=CC(=C(C(=C1)OC)OC)OC)O)OC)=O)C(C)C (N-cyclohexyl-4-[hydroxy(3,4,5-trimethoxyphenyl)methyl]-3-methoxy-N-(1-methylethyl)benzamide). The reagents and catalysts are [Pd] (Pd/C), S(O)(O)(=O)=O (sulfuric acid). The solvent is C(C)(=O)OCC (ethyl acetate), CCO (EtOH). The product is C1(CCCCC1)N(C(C1=CC(=C(C=C1)CC1=CC(=C(C(=C1)OC)OC)OC)OC)=O)C(C)C (N-cyclohexyl-3-methoxy-N-(1-methylethyl)-4-[(3,4,5-trimethoxyphenyl)methyl]benzamide). As a reaction SMILES: [CH:1]1([N:7]([CH:32]([CH3:34])[CH3:33])[C:8](=[O:31])[C:9]2[CH:14]=[CH:13][C:12]([CH:15](O)[C:16]3[CH:21]=[C:20]([O:22][CH3:23])[C:19]([O:24][CH3:25])=[C:18]([O:26][CH3:27])[CH:17]=3)=[C:11]([O:29][CH3:30])[CH:10]=2)[CH2:6][CH2:5][CH2:4][CH2:3][CH2:2]1>CCO.S(=O)(=O)(O)O.[Pd].C(OCC)(=O)C>[CH:1]1([N:7]([CH:32]([CH3:34])[CH3:33])[C:8](=[O:31])[C:9]2[CH:14]=[CH:13][C:12]([CH2:15][C:16]3[CH:17]=[C:18]([O:26][CH3:27])[C:19]([O:24][CH3:25])=[C:20]([O:22][CH3:23])[CH:21]=3)=[C:11]([O:29][CH3:30])[CH:10]=2)[CH2:2][CH2:3][CH2:4][CH2:5][CH2:6]1. Procedure details: The compound of Example 45 (800 mg, 1.81 mmol) in EtOH (20 mL) containing concentrated sulfuric acid (4 drops) is hydrogenated at 60 psi and room temperature using 5% Pd/C as catalyst. The catalyst is filtered and the filtrate concentrated in vacuo to give the crude product. The crude product is dissolved in ethyl acetate and washed twice with aqueous NaHO3 solution and then with saturated aqueous NaCl solution. After drying (Na2SO4) the organic layer is filtered and concentrated in vacuo. Purif...